From a dataset of the Open Reaction Database (ORD), a public repository of structured organic reaction records. describe an organic reaction: reactants, conditions, products, and yield Starting materials: C([O-])([O-])=O.[K+].[K+] (potassium carbonate), C1(=CC=CC=C1)S (thiophenol), ice, S(=O)(Cl)Cl (thionyl chloride), CC=1N=NSC1CO (4-methyl-1,2,3-thiadiazol-5-ylmethanol). Run in CC(=O)C (acetone). Reaction conditions: time 4 hour. The product is CC=1N=NSC1CSC1=CC=CC=C1 (4-methyl-5-phenylthiomethyl-1,2,3-thiadiazole). The yield is 84.7%. Reaction SMILES: S(Cl)(Cl)=O.[CH3:5][C:6]1[N:7]=[N:8][S:9][C:10]=1[CH2:11]O.C(=O)([O-])[O-].[K+].[K+].[C:19]1([SH:25])[CH:24]=[CH:23][CH:22]=[CH:21][CH:20]=1>CC(C)=O>[CH3:5][C:6]1[N:7]=[N:8][S:9][C:10]=1[CH2:11][S:25][C:19]1[CH:24]=[CH:23][CH:22]=[CH:21][CH:20]=1 |f:2.3.4|. Procedure details: At an ice-cooled temperature, 3 ml of thionyl chloride was added to 0.50 g (3.8 mmol) of 4-methyl-1,2,3-thiadiazol-5-ylmethanol and stirred for 4 hours. Then, the reaction mixture was concentrated under reduced pressure, and 1.30 g (11.5 mmol) of potassium carbonate, 0.38 g (3.4 mmol) of thiophenol and 10 ml of acetone were added to the concentrate and reacted for 7 hours with heating under reflux. After the reaction was completed, the reaction mixture was cooled to room temperature, the precipi... Starting materials: BrC=1C=NC(NC1)=O (5-bromopyrimid-2-one), CC(=O)C (acetone). Yields the product C(C=C)N1C(N=CC(=C1)Br)=O (1-Allyl-5-bromopyrimid-2-one). Isolated yield 40.0%. As a reaction SMILES: [Br:1][C:2]1[CH:3]=[N:4][C:5](=[O:8])[NH:6][CH:7]=1.[CH3:9][C:10]([CH3:12])=O>>[CH2:12]([N:4]1[CH:3]=[C:2]([Br:1])[CH:7]=[N:6][C:5]1=[O:8])[CH:10]=[CH2:9]. Procedure: 1-Allyl-5-bromopyrimid-2-one was prepared from 5-bromopyrimid-2-one as above in 40% yield m.p. 142°-143° C. (acetone) The reactants are N1CCOCC1 (Morpholine), ClC=1C=C2C=C(NC2=CC1)C(=O)NC(C(=O)O)CC1=CC=CC=C1 (2-[(5chloro-1H-indole-2-carbonyl)-amino]-3-phenyl-propionic acid), ( 60/40 ). Reaction conditions: time 18 hour. Product: C(C1=CC=CC=C1)C(C(=O)N1CCOCC1)NC(=O)C=1NC2=CC=C(C=C2C1)Cl (5-Chloro-1H-indole-2-carboxylic acid (1-benzyl-2-morpholin-4-yl-2-oxo-ethyl)-amide). Reaction SMILES: [NH:1]1[CH2:6][CH2:5][O:4][CH2:3][CH2:2]1.[Cl:7][C:8]1[CH:9]=[C:10]2[C:14](=[CH:15][CH:16]=1)[NH:13][C:12]([C:17]([NH:19][CH:20]([CH2:24][C:25]1[CH:30]=[CH:29][CH:28]=[CH:27][CH:26]=1)[C:21](O)=[O:22])=[O:18])=[CH:11]2>>[CH2:24]([CH:20]([NH:19][C:17]([C:12]1[NH:13][C:14]2[C:10]([CH:11]=1)=[CH:9][C:8]([Cl:7])=[CH:16][CH:15]=2)=[O:18])[C:21]([N:1]1[CH2:6][CH2:5][O:4][CH2:3][CH2:2]1)=[O:22])[C:25]1[CH:26]=[CH:27][CH:28]=[CH:29][CH:30]=1. Procedure: Morpholine (0.33 mmol) and 2-[(5chloro-1H-indole-2-carbonyl)-amino]-3-phenyl-propionic acid (0.30 mmol) were coupled according to Procedure A (0-25° C. reaction temperature, 48 hour reaction time). The crude product was chromatographed on silica gel eluted with 1:1 ethyl acetate/hexanes, the desired fractions concentrated, the residue dissolved in chloroform and methanol and the resulting solution stirred 18 hours with approx. 128 mg dimethylaminopyridine-polystyrene resin (Fluka Chemical Co.). ... The reactants are ClC(Cl)Cl, CC(c1ccccc1)N1CC(CO)C(c2ccccc2)(c2ccccc2)C1=O, O=S(Cl)Cl, c1ccncc1. The product is CC(c1ccccc1)N1CC(CCl)C(c2ccccc2)(c2ccccc2)C1=O. RXN SMILES: [CH:39]([Cl:40])([Cl:41])[Cl:42].[OH:1][CH2:2][CH:3]1[C:4]([c:17]2[cH:18][cH:19][cH:20][cH:21][cH:22]2)([c:23]2[cH:24][cH:25][cH:26][cH:27][cH:28]2)[C:5](=[O:16])[N:6]([CH:8]([CH3:9])[c:10]2[cH:11][cH:12][cH:13][cH:14][cH:15]2)[CH2:7]1.[S:29]([Cl:30])([Cl:31])=[O:32].[cH:33]1[cH:34][cH:35][n:36][cH:37][cH:38]1>>[CH2:2]([CH:3]1[C:4]([c:17]2[cH:18][cH:19][cH:20][cH:21][cH:22]2)([c:23]2[cH:24][cH:25][cH:26][cH:27][cH:28]2)[C:5](=[O:16])[N:6]([CH:8]([CH3:9])[c:10]2[cH:11][cH:12][cH:13][cH:14][cH:15]2)[CH2:7]1)[Cl:31]. The reactants are CC(=O)O, COc1ccc(-c2cc3cc(F)c(F)cc3[nH]2)cc1NS(=O)(=O)c1cccc([N+](=O)[O-])c1, [Zn]. The product is COc1ccc(-c2cc3cc(F)c(F)cc3[nH]2)cc1NS(=O)(=O)c1cccc(N)c1. As a reaction SMILES: [CH3:33][C:34](=[O:35])[OH:36].[F:1][c:2]1[cH:3][c:4]2[cH:5][c:6](-[c:12]3[cH:13][cH:14][c:15]([O:31][CH3:32])[c:16]([NH:18][S:19](=[O:20])(=[O:21])[c:22]4[cH:23][c:24]([N+:28]([O-:29])=[O:30])[cH:25][cH:26][cH:27]4)[cH:17]3)[nH:7][c:8]2[cH:9][c:10]1[F:11].[Zn:37]>>[F:1][c:2]1[cH:3][c:4]2[cH:5][c:6](-[c:12]3[cH:13][cH:14][c:15]([O:31][CH3:32])[c:16]([NH:18][S:19](=[O:20])(=[O:21])[c:22]4[cH:23][c:24]([NH2:28])[cH:25][cH:26][cH:27]4)[cH:17]3)[nH:7][c:8]2[cH:9][c:10]1[F:11].